Dataset: the Open Reaction Database (ORD), a public repository of structured organic reaction records. Task: describe an organic reaction: reactants, conditions, products, and yield Starting materials: [BH4-], COc1ccc(Cn2cc(-c3ccccc3)nc2C=O)cc1, CO, ClCCl, [Na+]. Yields the product COc1ccc(Cn2cc(-c3ccccc3)nc2CO)cc1. RXN SMILES: [BH4-:23].[CH3:1][O:2][c:3]1[cH:4][cH:5][c:6]([CH2:7][n:8]2[c:9]([CH:19]=[O:20])[n:10][c:11](-[c:13]3[cH:14][cH:15][cH:16][cH:17][cH:18]3)[cH:12]2)[cH:21][cH:22]1.[CH3:28][OH:29].[Cl:25][CH2:26][Cl:27].[Na+:24]>>[CH3:1][O:2][c:3]1[cH:4][cH:5][c:6]([CH2:7][n:8]2[c:9]([CH2:19][OH:20])[n:10][c:11](-[c:13]3[cH:14][cH:15][cH:16][cH:17][cH:18]3)[cH:12]2)[cH:21][cH:22]1. Starting materials: CN([SiH](C)C)[Si](C)(C)C, COCCOC, O=C1Cc2cc(Cl)ccc2N1, Nc1ccc2c(c1)COC2=O, [Na], CN(C)C=O. The product is Nc1ccc2c(c1)COC2=C1C(=O)Nc2ccc(Cl)cc21. Reaction SMILES: [CH3:12][SiH:13]([CH3:14])[N:15]([CH3:16])[Si:17]([CH3:18])([CH3:19])[CH3:20].[CH3:33][O:34][CH2:35][CH2:36][O:37][CH3:38].[Cl:1][c:2]1[cH:3][c:4]2[c:8]([cH:9][cH:10]1)[NH:7][C:6](=[O:11])[CH2:5]2.[NH2:22][c:23]1[cH:24][c:25]2[c:30]([cH:31][cH:32]1)[C:28](=[O:29])[O:27][CH2:26]2.[Na:21].[O:39]=[CH:40][N:41]([CH3:42])[CH3:43]>>[Cl:1][c:2]1[cH:3][c:4]2[c:8]([cH:9][cH:10]1)[NH:7][C:6](=[O:11])[C:5]2=[C:28]1[O:27][CH2:26][c:25]2[cH:24][c:23]([NH2:22])[cH:32][cH:31][c:30]21. Starting materials: O=C(/C=C/C(=O)OC1CC(CCC1C(C)C)C)C1=CC=CC=C1 ((-)-menthyl (E)-4-oxo-4-phenyl-2-butenoate). The solvent is CC(=O)C (acetone). Conditions: time 3 hour. Yields the product O=C(\C=C/C(=O)OC1CC(CCC1C(C)C)C)C1=CC=CC=C1 ((-)-Menthyl (Z)-4-oxo-4-phenyl-2-butenoate). As a reaction SMILES: [O:1]=[C:2]([C:18]1[CH:23]=[CH:22][CH:21]=[CH:20][CH:19]=1)/[CH:3]=[CH:4]/[C:5]([O:7][CH:8]1[CH:13]([CH:14]([CH3:16])[CH3:15])[CH2:12][CH2:11][CH:10]([CH3:17])[CH2:9]1)=[O:6]>CC(C)=O>[O:1]=[C:2]([C:18]1[CH:19]=[CH:20][CH:21]=[CH:22][CH:23]=1)/[CH:3]=[CH:4]\[C:5]([O:7][CH:8]1[CH:13]([CH:14]([CH3:16])[CH3:15])[CH2:12][CH2:11][CH:10]([CH3:17])[CH2:9]1)=[O:6]. Reported procedure: A solution of 3.0 g (0.009 mole) of (-)-menthyl (E)-4-oxo-4-phenyl-2-butenoate in 100 ml of anhydrous acetone is irradiated with ultraviolet light. After an irradiation lasting 3 hours the solution is evaporated and the residue is recrystallized from n-hexane to give the named compound in a yield of 1.9 g, m.p.: 85°-87° C. [α]D25 =-74.7° (c=1, chloroform). The product is CC(C)N1C(=O)C(Nc2ccc(N3CCOCC3)cc2)=C(c2ccccc2)S1(=O)=O. The reactants are CC#N, CC(C)N1C(=O)C(Cl)=C(c2ccccc2)S1(=O)=O, Nc1ccc(N2CCOCC2)cc1. As a reaction SMILES: [CH3:32][C:33]#[N:34].[Cl:1][C:2]1=[C:6]([c:7]2[cH:8][cH:9][cH:10][cH:11][cH:12]2)[S:5](=[O:13])(=[O:14])[N:4]([CH:15]([CH3:16])[CH3:17])[C:3]1=[O:18].[O:19]1[CH2:20][CH2:21][N:22]([c:25]2[cH:26][cH:27][c:28]([NH2:31])[cH:29][cH:30]2)[CH2:23][CH2:24]1>>[C:2]1([NH:31][c:28]2[cH:27][cH:26][c:25]([N:22]3[CH2:21][CH2:20][O:19][CH2:24][CH2:23]3)[cH:30][cH:29]2)=[C:6]([c:7]2[cH:8][cH:9][cH:10][cH:11][cH:12]2)[S:5](=[O:13])(=[O:14])[N:4]([CH:15]([CH3:16])[CH3:17])[C:3]1=[O:18]. Reactants: NC1=C(C(=O)OC)C=CC=C1N (methyl 2,3-diaminobenzoate), C(C1=CC=CC=C1)(=O)O (benzoic acid), C1(CCCCC1)N=C=NC1CCCCC1 (dicyclohexylcarbodiimide). The reagents and catalysts are CN(C)C=1C=CN=CC1 (DMAP). The solvent is C(Cl)Cl (CH2Cl2). Conditions: time 8 hour. Product: NC=1C(=C(C(=O)OC)C=CC1)NC(C1=CC=CC=C1)=O (methyl 3-Amino-2-benzoylamino-benzoate). Isolated yield 27.1%. Reaction SMILES: [NH2:1][C:2]1[C:11]([NH2:12])=[CH:10][CH:9]=[CH:8][C:3]=1[C:4]([O:6][CH3:7])=[O:5].[C:13](O)(=[O:20])[C:14]1[CH:19]=[CH:18][CH:17]=[CH:16][CH:15]=1.C1(N=C=NC2CCCCC2)CCCCC1>C(Cl)Cl.CN(C1C=CN=CC=1)C>[NH2:12][C:11]1[C:2]([NH:1][C:13](=[O:20])[C:14]2[CH:19]=[CH:18][CH:17]=[CH:16][CH:15]=2)=[C:3]([CH:8]=[CH:9][CH:10]=1)[C:4]([O:6][CH3:7])=[O:5]. Procedure details: To a solution of 500 mg (3.0 mmol) of methyl 2,3-diaminobenzoate 9w and 730 mg (6.0 mmol) of benzoic acid 9x in 8 mL of CH2Cl2 was added 620 mg (3.0 mmol) of dicyclohexylcarbodiimide (DCC) and 4 mg (0.033 mmol) of DMAP. The reaction was stirred overnight and the solid was filtered off. The solid was purified by flash column chromatography (silica gel, 10-30% gradient of EtOAc in heptanes) to give 220 mg (27%) of methyl 3-Amino-2-benzoylamino-benzoate, 9y. MS m/z (M+H+) 271.2 Reactants: C1(=CC=CC=C1)CCN1CC[C@@]2([C@H]1N(C1=CC=C(C=C21)O)C)C ((3aS-cis)-1,2,3,3a,8,8a- hexahydro-1-(2-phenylethyl)-3a,8-dimethylpyrrolo[2,3-b]indol-5-ol), COC=1C=C2[C@]3([C@@H](N(C2=CC1)C)N(CC3)CC=C)C ((3aS-cis)-1,2,3,3a,8,8a-hexahydro-5-methoxy-1-(2-propenyl)-3a,8-dimethylpyrrolo[2,3-b]indole), B(Br)(Br)Br (boron tribromide). The solvent is C(Cl)(Cl)Cl (chloroform). Product: C(C=C)N1CC[C@@]2([C@H]1N(C1=CC=C(C=C21)O)C)C ((3aS-cis)-1,2,3,3a,8,8a-Hexahydro-1-(2-propenyl)-3a,8-dimethylpyrrolo[2,3-b]indol -5-ol). As a reaction SMILES: [C:1]1([CH2:7][CH2:8][N:9]2[C@@H:13]3[N:14]([CH3:22])[C:15]4[C:20]([C@:12]3([CH3:23])[CH2:11][CH2:10]2)=[CH:19][C:18]([OH:21])=[CH:17][CH:16]=4)C=CC=CC=1.COC1C=C2C(=CC=1)N(C)[C@H]1N(CC=C)CC[C@@]21C.B(Br)(Br)Br>C(Cl)(Cl)Cl>[CH2:8]([N:9]1[C@@H:13]2[N:14]([CH3:22])[C:15]3[C:20]([C@:12]2([CH3:23])[CH2:11][CH2:10]1)=[CH:19][C:18]([OH:21])=[CH:17][CH:16]=3)[CH:7]=[CH2:1]. Reported procedure: This compound is prepared in the same manner as the 1-(2-phenylethyl) derivative of Example 45 except that 2.58 g of (3aS-cis)-1,2,3,3a,8,8a-hexahydro-5-methoxy-1-(2-propenyl)-3a,8-dimethylpyrrolo[2,3-b]indole is reacted as a starting material with 10.1 g of boron tribromide in chloroform. Starting materials: COC(=O)c1cccc(CBr)c1, O=C([O-])[O-], CN(C)C=O, CCOC(C)=O, [Cs+], [Cs+], O=C(NCc1nnc(-c2ccc(O)cc2)s1)C(O)CCCCCCc1ccc(F)nc1. The product is COC(=O)c1cccc(COc2ccc(-c3nnc(CNC(=O)C(O)CCCCCCc4ccc(F)nc4)s3)cc2)c1. As a reaction SMILES: [Br:1][CH2:2][c:3]1[cH:4][c:5]([C:6](=[O:7])[O:8][CH3:9])[cH:10][cH:11][cH:12]1.[C:44](=[O:45])([O-:46])[O-:47].[CH3:50][N:51]([CH3:52])[CH:53]=[O:54].[CH3:55][CH2:56][O:57][C:58](=[O:59])[CH3:60].[Cs+:48].[Cs+:49].[F:13][c:14]1[cH:15][cH:16][c:17]([CH2:20][CH2:21][CH2:22][CH2:23][CH2:24][CH2:25][CH:26]([C:27](=[O:28])[NH:29][CH2:30][c:31]2[s:32][c:33](-[c:36]3[cH:37][cH:38][c:39]([OH:42])[cH:40][cH:41]3)[n:34][n:35]2)[OH:43])[cH:18][n:19]1>>[CH2:2]([c:3]1[cH:4][c:5]([C:6](=[O:7])[O:8][CH3:9])[cH:10][cH:11][cH:12]1)[O:42][c:39]1[cH:38][cH:37][c:36](-[c:33]2[s:32][c:31]([CH2:30][NH:29][C:27]([CH:26]([CH2:25][CH2:24][CH2:23][CH2:22][CH2:21][CH2:20][c:17]3[cH:16][cH:15][c:14]([F:13])[n:19][cH:18]3)[OH:43])=[O:28])[n:35][n:34]2)[cH:41][cH:40]1. The reactants are CC(=O)O, CCc1cc(Oc2ncc(C(F)(F)F)cc2Cl)nn1C(=O)NC, O, O=S(=O)(Cl)Cl. The product is CCc1c(Cl)c(Oc2ncc(C(F)(F)F)cc2Cl)nn1C(=O)NC. RXN SMILES: [CH3:30][C:31](=[O:32])[OH:33].[CH3:6][NH:7][C:8](=[O:9])[n:10]1[n:11][c:12]([O:17][c:18]2[n:19][cH:20][c:21]([C:25]([F:26])([F:27])[F:28])[cH:22][c:23]2[Cl:24])[cH:13][c:14]1[CH2:15][CH3:16].[OH2:29].[S:1]([Cl:2])(=[O:3])([Cl:4])=[O:5]>>[Cl:4][c:13]1[c:12]([O:17][c:18]2[n:19][cH:20][c:21]([C:25]([F:26])([F:27])[F:28])[cH:22][c:23]2[Cl:24])[n:11][n:10]([C:8]([NH:7][CH3:6])=[O:9])[c:14]1[CH2:15][CH3:16]. The reactants are C(C)OCC (diethyl ether), C(C)(C)(C)OC(=O)N1[C@H](CN(CC1)C1=NC=C(C=C1F)[C@@H]1OC(OC1)(C)C)C ((S)-Tert-butyl-4-{5-[(S)-2,2-dimethyl-1,3-dioxolan-4-yl]-3-fluoropyridin-2-yl}-2-methylpiperazine-1-carboxylate), Cl (HCl). Run in C(Cl)Cl (DCM), CO (MeOH), O1CCOCC1 (dioxane). Reaction conditions: temperature 25 celsius, time 16 hour. The product is FC=1C=C(C=NC1N1C[C@@H](NCC1)C)[C@@H](CO)O ((S)-1-{5-Fluoro-6-[(S)-3-methylpiperazin-1-yl]pyridin-3-yl}ethane-1,2-diol). Yield: 113.1%. As a reaction SMILES: C(OC([N:8]1[CH2:13][CH2:12][N:11]([C:14]2[C:19]([F:20])=[CH:18][C:17]([C@H:21]3[CH2:25][O:24]C(C)(C)[O:22]3)=[CH:16][N:15]=2)[CH2:10][C@@H:9]1[CH3:28])=O)(C)(C)C.Cl.C(OCC)C>C(Cl)Cl.CO.O1CCOCC1>[F:20][C:19]1[CH:18]=[C:17]([C@H:21]([OH:22])[CH2:25][OH:24])[CH:16]=[N:15][C:14]=1[N:11]1[CH2:12][CH2:13][NH:8][C@@H:9]([CH3:28])[CH2:10]1. Procedure: To a solution of 116 (1.71 g, 4.33 mmol) in DCM (9.60 mL) and MeOH (1.50 mL) was added 4N HCl in dioxane (6.49 mL) to form a reaction mixture. The reaction mixture was stirred at a temperature of about 25° C. in a closed vessel for 16 h. Thereafter, the resulting suspension was stirred with diethyl ether. The solid precipitate was collected on filter paper and washed several times with diethyl ether to provide 1.25 g of 117 as a tan solid (88% yield) which, being >99% pure as analyzed by LC/MS, ...